Dataset: the Open Reaction Database (ORD), a public repository of structured organic reaction records. Task: describe an organic reaction: reactants, conditions, products, and yield Reactants: C1(=CC=CC=C1)CC/C=C/CCCCC[Mg]Br ((E)-9-phenylnon-6-enyl magnesium bromide), C[Si](C1=CC(=CO1)C=O)(C)C (5-trimethylsilyl-3-furaldehyde). Solvent: O1CCCC1 (tetrahydrofuran), O1CCCC1 (tetrahydrofuran). Reaction conditions: time 5 hour. Product: OC(CCCCC\C=C\CCC1=CC=CC=C1)C=1C=C(OC1)[Si](C)(C)C ((E)-4-(1-Hydroxy-10-phenyldec-7-enyl)-2-trimethylsilylfuran). As a reaction SMILES: [C:1]1([CH2:7][CH2:8]/[CH:9]=[CH:10]/[CH2:11][CH2:12][CH2:13][CH2:14][CH2:15][Mg]Br)[CH:6]=[CH:5][CH:4]=[CH:3][CH:2]=1.[CH3:18][Si:19]([CH3:28])([CH3:27])[C:20]1[O:24][CH:23]=[C:22]([CH:25]=[O:26])[CH:21]=1>O1CCCC1>[OH:26][CH:25]([C:22]1[CH:21]=[C:20]([Si:19]([CH3:28])([CH3:27])[CH3:18])[O:24][CH:23]=1)[CH2:15][CH2:14][CH2:13][CH2:12][CH2:11]/[CH:10]=[CH:9]/[CH2:8][CH2:7][C:1]1[CH:6]=[CH:5][CH:4]=[CH:3][CH:2]=1. Reported procedure: To a stirred solution of (E)-9-phenylnon-6-enyl magnesium bromide (0.861 mmol, prepared from 0.242 g, 0.861 mmol, of (E)-1-bromo-9-phenylnon-6-ene and 2.88 mmol magnesium) in tetrahydrofuran (10 ml) at 0° under argon was added dropwise, 5-trimethylsilyl-3-furaldehyde (0.145 g, 0.861 mmol) in tetrahydrofuran (5 ml). The solution was warmed to room temperature, stirred for 5 hours, quenched with 5% ammonium chloride and extracted into ethyl ether. The organic portion was washed with 5% sodium bica... As a reaction SMILES: [C:18]([Br:19])([Br:20])([Br:21])[Br:22].[CH3:16][I:17].[CH3:1][O:2][c:3]1[n:4][c:5]([Si:12]([CH3:13])([CH3:14])[CH3:15])[cH:6][c:7]([CH3:11])[c:8]1[CH:9]=[O:10]>>[CH3:1][O:2][c:3]1[n:4][c:5]([Si:12]([CH3:13])([CH3:14])[CH3:15])[cH:6][c:7]([Br:19])[c:8]1[CH:9]=[O:10]. Product: COc1nc([Si](C)(C)C)cc(Br)c1C=O. The reactants are BrC(Br)(Br)Br, CI, COc1nc([Si](C)(C)C)cc(C)c1C=O. The reactants are C(C)C=1C=C(C(=NC1)N1CCN(CC1)C(=O)C1=CC=C(C=C1)I)C ([4-(5-ethyl-3-methylpyridin-2-yl)piperazin-1-yl](4-iodophenyl)methanone), S1(NCCCC1)(=O)=O ([1,2]thiazinane 1,1-dioxide). The product is O=S1(N(CCCC1)C1=CC=C(C=C1)C(=O)N1CCN(CC1)C1=NC=C(C=C1C)CC)=O ([4-(1,1-dioxo-1λ6-[1,2]thiazinan-2-yl)phenyl][4-(5-ethyl-3-methylpyridin-2-yl)piperazin-1-yl]methanone). Yield: 58.5%. RXN SMILES: [CH2:1]([C:3]1[CH:4]=[C:5]([CH3:24])[C:6]([N:9]2[CH2:14][CH2:13][N:12]([C:15]([C:17]3[CH:22]=[CH:21][C:20](I)=[CH:19][CH:18]=3)=[O:16])[CH2:11][CH2:10]2)=[N:7][CH:8]=1)[CH3:2].[S:25]1(=[O:32])(=[O:31])[CH2:30][CH2:29][CH2:28][CH2:27][NH:26]1>>[O:31]=[S:25]1(=[O:32])[CH2:30][CH2:29][CH2:28][CH2:27][N:26]1[C:20]1[CH:21]=[CH:22][C:17]([C:15]([N:12]2[CH2:13][CH2:14][N:9]([C:6]3[C:5]([CH3:24])=[CH:4][C:3]([CH2:1][CH3:2])=[CH:8][N:7]=3)[CH2:10][CH2:11]2)=[O:16])=[CH:18][CH:19]=1. Procedure: Using [4-(5-ethyl-3-methylpyridin-2-yl)piperazin-1-yl](4-iodophenyl)methanone (348 mg) described in Preparation Example 133 and [1,2]thiazinane 1,1-dioxide (141 mg) and by the reaction and treatment in the same manner as in Example 262, the title compound (207 mg) was obtained. The reactants are NC=1C=C(C=CC1)CN(C(C(F)(F)F)=O)CCS(=O)(=O)C (N-[(3-aminophenyl)methyl]-2,2,2-trifluoro-N-[2-(methylsulfonyl)ethyl]acetamide), O1C=NC=C1C=1C=C(C=CC1)NC1=NC=CC(=N1)C=1C(=NN2C1C=CC=C2)C=2C=C(C=CC2)NC(CC=2SC=CC2)=O (N-{3-[3-(2-{[3-(1,3-Oxazol-5-yl)phenyl]amino}-4-pyrimidinyl)pyrazolo[1,5-a]pyridin-2-yl]phenyl}-2-(2-thienyl)acetamide). The reagents and catalysts are Cl (HCl). Run in CC(C)O (i-PrOH), CCOC(=O)C (EtOAc). Run at temperature 180 celsius. The product is FC(C(=O)N(CC1=CC(=CC=C1)NC1=NC=CC(=N1)C=1C(=NN2C1C=CC=C2)C2=CC(=CC=C2)NC(CC=2SC=CC2)=O)CCS(=O)(=O)C)(F)F (2,2,2-Trifluoro-N-[2-(methylsulfonyl)ethyl]-N-[(3-{[4-(2-{3-[(2-thienylacetyl)amino]phenyl}pyrazolo[1,5-a]pyridin-3-yl)-2-pyrimidinyl]amino}phenyl)methyl]acetamide). The yield is 63.0%. As a reaction SMILES: [NH2:1][C:2]1[CH:3]=[C:4]([CH2:8][N:9]([CH2:16][CH2:17][S:18]([CH3:21])(=[O:20])=[O:19])[C:10](=[O:15])[C:11]([F:14])([F:13])[F:12])[CH:5]=[CH:6][CH:7]=1.O1C(C2C=C(N[C:34]3[N:39]=[C:38]([C:40]4[C:41]([C:49]5[CH:50]=[C:51]([NH:55][C:56](=[O:63])[CH2:57][C:58]6[S:59][CH:60]=[CH:61][CH:62]=6)[CH:52]=[CH:53][CH:54]=5)=[N:42][N:43]5[CH:48]=[CH:47][CH:46]=[CH:45][C:44]=45)[CH:37]=[CH:36][N:35]=3)C=CC=2)=CN=C1>CC(O)C.Cl.CCOC(C)=O>[F:13][C:11]([F:14])([F:12])[C:10]([N:9]([CH2:16][CH2:17][S:18]([CH3:21])(=[O:20])=[O:19])[CH2:8][C:4]1[CH:5]=[CH:6][CH:7]=[C:2]([NH:1][C:34]2[N:39]=[C:38]([C:40]3[C:41]([C:49]4[CH:54]=[CH:53][CH:52]=[C:51]([NH:55][C:56](=[O:63])[CH2:57][C:58]5[S:59][CH:60]=[CH:61][CH:62]=5)[CH:50]=4)=[N:42][N:43]4[CH:48]=[CH:47][CH:46]=[CH:45][C:44]=34)[CH:37]=[CH:36][N:35]=2)[CH:3]=1)=[O:15]. Reported procedure: A suspension of N-[(3-aminophenyl)methyl]-2,2,2-trifluoro-N-[2-(methylsulfonyl)ethyl]acetamide (68 mg, 0.21 mmol) and N-{3-[3-(2-chloro-4-pyrimidinyl)pyrazolo[1,5-a]pyridin-2-yl]phenyl}-2-(2-thienyl)acetamide (75 mg, 0.17 mmol) (see Example 2, Step B) in i-PrOH (3 mL) was acidified with 2 drops of 12 N HCl and heated in a microwave for 15 min. at 180° C. The reaction mixture was then diluted with EtOAc, washed with saturated aqueous NaHCO3, dried over Na2SO4, and adsorbed onto silica gel. The cr... Reported procedure: The title compound is prepared by the procedure of Example 255 using 5.3 g of product from Example 254, 1.48 g of L-alanine, 4.6 ml of triethylamine,and 200 ml of 80/20 ethyl alcohol/water. The resulting oil is purified by chromatography (3X, silica gel: 50% ethyl acetate/hexane) to give 3.39 g of the desired product. As a reaction SMILES: [N+:1]([C:4]1[CH:9]=[CH:8][C:7]([CH2:10]OC(=O)OC2C=CC([N+]([O-])=O)=CC=2)=[CH:6][CH:5]=1)([O-:3])=[O:2].[NH2:24][C@H:25]([C:27]([OH:29])=[O:28])[CH3:26].[CH2:30]([OH:32])C.O>>[N+:1]([C:4]1[CH:5]=[CH:6][C:7]([CH2:10][C:30]([NH:24][C@H:25]([C:27]([OH:29])=[O:28])[CH3:26])=[O:32])=[CH:8][CH:9]=1)([O-:3])=[O:2] |f:2.3|. Starting materials: [N+](=O)([O-])C1=CC=C(C=C1)COC(OC1=CC=C(C=C1)[N+](=O)[O-])=O (Carbonic acid 4-Nitrophenyl (4-Nitrophenyl)methyl Ester), N[C@@H](C)C(=O)O (L-alanine), triethylamine,and, C(C)O.O (ethyl alcohol water). Yields the product [N+](=O)([O-])C1=CC=C(C=C1)CC(=O)N[C@@H](C)C(=O)O ([(4-Nitrophenyl)methylcarbonyl]-L-alanine). Reactants: Cc1nnc2n1CC(=O)N(Cc1ccccc1)c1ccc(Cl)cc1-2, CC(=O)O, [H][H]. The product is Cc1nnc2n1CC(=O)Nc1ccc(Cl)cc1-2. Reaction SMILES: [CH2:1]([c:2]1[cH:3][cH:4][cH:5][cH:6][cH:7]1)[N:8]1[C:9](=[O:24])[CH2:10][n:11]2[c:12]([n:20][n:21][c:22]2[CH3:23])-[c:13]2[c:14]1[cH:15][cH:16][c:17]([Cl:19])[cH:18]2.[CH3:27][C:28](=[O:29])[OH:30].[H:25][H:26]>>[NH:8]1[C:9](=[O:24])[CH2:10][n:11]2[c:12]([n:20][n:21][c:22]2[CH3:23])-[c:13]2[c:14]1[cH:15][cH:16][c:17]([Cl:19])[cH:18]2. The reactants are [N+](=O)([O-])C=1C=CC(=NC1)OCC1=CC=CC=C1 (5-Nitro-2-[(phenylmethyl)oxy]pyridine), [OH-].[Na+] (NaOH). The reagents and catalysts are [Fe] (iron). The solvent is CO.O.CC(=O)O (MeOH H2O HOAc). Conditions: time 20 minute. The product is C1(=CC=CC=C1)COC1=CC=C(C=N1)N (6-[(Phenylmethyl)oxy]-3-pyridinamine). Isolated yield 82.4%. Reaction SMILES: [N+:1]([C:4]1[CH:5]=[CH:6][C:7]([O:10][CH2:11][C:12]2[CH:17]=[CH:16][CH:15]=[CH:14][CH:13]=2)=[N:8][CH:9]=1)([O-])=O.[OH-].[Na+]>CO.O.CC(O)=O.[Fe]>[C:12]1([CH2:11][O:10][C:7]2[N:8]=[CH:9][C:4]([NH2:1])=[CH:5][CH:6]=2)[CH:13]=[CH:14][CH:15]=[CH:16][CH:17]=1 |f:1.2,3.4.5|. Reported procedure: To a slurry of iron powder (5.32 g, 95 mmol) in MeOH/H2O/HOAc (7.5 mL/7.5 mL/0.30 mL) at 75° C. was added 5-nitro-2-[(phenylmethyl)oxy]pyridine (3.10 g, 13.4 mmol; step A above), portionwise over 20 min. After 2 h, the mixture was cooled, 1M NaOH (10 mL) was added. The mixture was filtered through Celite (MeOH wash×2) and concentrated in vacuo. The residue was purified by flash chromatography (EtOAc/hexanes), affording 2.21 g of the title compound as an orange syrup: MS (ESI) m/z 201 (M+1).